From a dataset of the Open Reaction Database (ORD), a public repository of structured organic reaction records. describe an organic reaction: reactants, conditions, products, and yield Starting materials: CSc1ccc(C=C(C)[N+](=O)[O-])cc1, ClC(Cl)Cl, [Cl-], Cl, O, O, O, O, O, O, O. The product is CSc1ccc(CC(C)=O)cc1. As a reaction SMILES: [CH3:1][S:2][c:3]1[cH:4][cH:5][c:6]([CH:9]=[C:10]([CH3:11])[N+:12]([O-:13])=[O:14])[cH:7][cH:8]1.[CH:24]([Cl:25])([Cl:26])[Cl:27].[Cl-:21].[ClH:22].[OH2:15].[OH2:16].[OH2:17].[OH2:18].[OH2:19].[OH2:20].[OH2:23]>>[CH3:1][S:2][c:3]1[cH:4][cH:5][c:6]([CH2:9][C:10]([CH3:11])=[O:15])[cH:7][cH:8]1. Starting materials: BrC1=CC=C(C(=O)Cl)C=C1 (4-bromobenzoyl chloride), C1(CC1)CCN (2-cyclopropylethylamine), ClCCl (dichloromethane). Run at time 12 hour. Product: ClC1=CC=C(C(=O)NCCC2CC2)C=C1 (4-chloro-N-(2-cyclopropylethyl)benzamide). Reaction SMILES: Br[C:2]1[CH:10]=[CH:9][C:5]([C:6](Cl)=[O:7])=[CH:4][CH:3]=1.[CH:11]1([CH2:14][CH2:15][NH2:16])[CH2:13][CH2:12]1.[Cl:17]CCl>>[Cl:17][C:2]1[CH:10]=[CH:9][C:5]([C:6]([NH:16][CH2:15][CH2:14][CH:11]2[CH2:13][CH2:12]2)=[O:7])=[CH:4][CH:3]=1. Procedure: To a solution of 4-bromobenzoyl chloride (0.600 g, 2.700 mmol) in dichloromethane (20 mL) was added 2-cyclopropylethylamine (0.270 g, 3.28 mmol) at 0° C. The mixture was stirred at ambient temperature for 12 hours, then washed sequentially with diluted HCl solution and NaHCO3. The organic phase was separated, dried and concentrated. The residue was purified by column chromatography and recrystallization from ethyl acetate and hexane to afford 4-chloro-N-(2-cyclopropylethyl)benzamide. Reactants: OC1=C(C=C(C(=O)OC)C=C1)[N+](=O)[O-] (methyl 4-hydroxy-3-nitrobenzoate), C1(=CC=CC=C1)P(C1=CC=CC=C1)C1=CC=CC=C1 (triphenylphosphine), N(=NC(=O)OCC)C(=O)OCC (diethyl azodicarboxylate), CN1C(N(C(C=C1NCCNC(C1=CC=C(C=C1)[N+](=O)[O-])=O)=O)C)=O (1,3-dimethyl-6-[2-(4-nitrobenzoylamino)ethylamino]-2,4(1H,3H)-pyrimidinedione), CN1C(N(C(C=C1NCCNC(C1=CC=C(C=C1)[N+](=O)[O-])=O)=O)C)=O (1,3-dimethyl-6-[2-(4-nitrobenzoylamino)ethylamino]-2,4(1H,3H)-pyrimidinedione). Run in O1CCCC1 (tetrahydrofuran). Yields the product CN1C(N(C(C=C1N1CCN(CC1)CCCOC1=C(C=C(C=C1)C(=O)OC)[N+](=O)[O-])=O)C)=O (1,3-dimethyl-6-{4-[3-(4-methoxycarbonyl-2-nitrophenyloxy)propyl]piperazin-1-yl}-2,4(1H,3H)-pyrimidinedione). The yield is 103.5%. As a reaction SMILES: [OH:1][C:2]1[CH:11]=[CH:10][C:5]([C:6]([O:8][CH3:9])=[O:7])=[CH:4][C:3]=1[N+:12]([O-:14])=[O:13].[CH3:15][N:16]1[C:21]([NH:22][CH2:23][CH2:24][NH:25][C:26](=O)[C:27]2[CH:32]=CC([N+]([O-])=O)=CC=2)=[CH:20][C:19](=[O:37])[N:18]([CH3:38])[C:17]1=[O:39].[C:40]1(P(C2C=CC=CC=2)C2C=CC=CC=2)C=CC=C[CH:41]=1.N(C(OCC)=O)=NC(OCC)=O>O1CCCC1>[CH3:15][N:16]1[C:21]([N:22]2[CH2:23][CH2:24][N:25]([CH2:26][CH2:27][CH2:32][O:1][C:2]3[CH:11]=[CH:10][C:5]([C:6]([O:8][CH3:9])=[O:7])=[CH:4][C:3]=3[N+:12]([O-:14])=[O:13])[CH2:41][CH2:40]2)=[CH:20][C:19](=[O:37])[N:18]([CH3:38])[C:17]1=[O:39]. Reported procedure: 0.84 g of methyl 4-hydroxy-3-nitrobenzoate, 0.8 g of 1,3-dimethyl-6-[4-(3-hydroxypropyl)piperazin-1-yl]-2,4(1H,3H)-pyrimidinedione (Compound 139) and 0.88 g of triphenylphosphine were suspended in 14 ml of anhydrous tetrahydrofuran, followed by the addition of 0.54 g of diethyl azodicarboxylate. The thus-prepared mixture was treated in a similar manner to Example 84-(2), thereby obtaining 1.1 g of 1,3-dimethyl-6-{4-[3-(4-methoxycarbonyl-2-nitrophenyloxy)propyl]piperazin-1-yl}-2,4(1H,3H)-pyrimidi... Reactants: C, CCOC(C)=O, C[Si](C)(C)C#CCCCCCCCCC(=O)O, [Pd]. Yields the product C[Si](C)(C)CCCCCCCCCCC(=O)O. As a reaction SMILES: [C:24].[CH3:18][CH2:19][O:20][C:21](=[O:22])[CH3:23].[CH3:1][Si:2]([C:3]#[C:4][CH2:5][CH2:6][CH2:7][CH2:8][CH2:9][CH2:10][CH2:11][CH2:12][C:13](=[O:14])[OH:15])([CH3:16])[CH3:17].[Pd:25]>>[CH3:1][Si:2]([CH2:3][CH2:4][CH2:5][CH2:6][CH2:7][CH2:8][CH2:9][CH2:10][CH2:11][CH2:12][C:13](=[O:14])[OH:15])([CH3:16])[CH3:17].